Dataset: the Open Reaction Database (ORD), a public repository of structured organic reaction records. Task: describe an organic reaction: reactants, conditions, products, and yield The reactants are COC(C=1CS[C@H]2N(C1C(=O)O)C([C@H]2NC(CC=2SC=CC2)=O)=O)OC (3-dimethoxymethyl-7β-(2-thienylacetamido)-3-cephem-4-carboxylic acid), Cl.CON (O-methylhydroxylamine hydrochloride). The solvent is O1CCCC1 (tetrahydrofuran), O (water). Reaction conditions: time 10 hour. The product is CON=CC=1CS[C@H]2N(C1C(=O)O)C([C@H]2NC(CC=2SC=CC2)=O)=O (3-methoxyiminomethyl-7β-(2-thienylacetamido)-3-cephem-4-carboxylic acid). The yield is 83.8%. As a reaction SMILES: CO[CH:3](OC)[C:4]1[CH2:5][S:6][C@@H:7]2[C@H:14]([NH:15][C:16](=[O:23])[CH2:17][C:18]3[S:19][CH:20]=[CH:21][CH:22]=3)[C:13](=[O:24])[N:8]2[C:9]=1[C:10]([OH:12])=[O:11].Cl.[CH3:28][O:29][NH2:30]>O1CCCC1.O>[CH3:28][O:29][N:30]=[CH:3][C:4]1[CH2:5][S:6][C@@H:7]2[C@H:14]([NH:15][C:16](=[O:23])[CH2:17][C:18]3[S:19][CH:20]=[CH:21][CH:22]=3)[C:13](=[O:24])[N:8]2[C:9]=1[C:10]([OH:12])=[O:11] |f:1.2|. Procedure: To a solution of 3-dimethoxymethyl-7β-(2-thienylacetamido)-3-cephem-4-carboxylic acid (76 mg) in tetrahydrofuran (4 ml) is added a solution of O-methylhydroxylamine hydrochloride (23 mg) in water (1 ml), and the mixture is kept at room temperature for 10 hours. The reaction mixture is evaporated to remove tetrahydrofuran, and the separated solid material is collected by filtration. Recrystallization of the solid from a mixture of ethyl acetate and ether gives 3-methoxyiminomethyl-7β-(2-thienylac... Reactants: C(C)(C)(C)OC(=O)N1CCC(CC1)NC=1N=CC2=C(N1)C(OC2(C)C)(C)C (4-(5,5,7,7-tetramethyl-5,7-dihydro-furo[3,4-d]pyrimidin-2-ylamino)-piperidine-1-carboxylic acid tert-butyl ester), Cl (HCl). Solvent: O1CCOCC1 (dioxane). Yields the product Cl.Cl.N1CCC(CC1)NC=1N=CC2=C(N1)C(OC2(C)C)(C)C (Piperidin-4-yl-(5,5,7,7-tetramethyl-5,7-dihydro-furo[3,4-d]pyrimidin-2-yl)-amine dihydrochloride). RXN SMILES: C(OC([N:8]1[CH2:13][CH2:12][CH:11]([NH:14][C:15]2[N:16]=[CH:17][C:18]3[C:23]([CH3:25])([CH3:24])[O:22][C:21]([CH3:27])([CH3:26])[C:19]=3[N:20]=2)[CH2:10][CH2:9]1)=O)(C)(C)C.[ClH:28]>O1CCOCC1>[ClH:28].[ClH:28].[NH:8]1[CH2:9][CH2:10][CH:11]([NH:14][C:15]2[N:16]=[CH:17][C:18]3[C:23]([CH3:25])([CH3:24])[O:22][C:21]([CH3:27])([CH3:26])[C:19]=3[N:20]=2)[CH2:12][CH2:13]1 |f:3.4.5|. Procedure details: A solution of 4-(5,5,7,7-tetramethyl-5,7-dihydro-furo[3,4-d]pyrimidin-2-ylamino)-piperidine-1-carboxylic acid tert-butyl ester (1.23 g, 3.27 mmol) in 4 M HCl in dioxane (20 mL) was stirred at rt for 2 h. The solvent was removed under reduced pressure and the crude product used in the consecutive step without further purification assuming quantitative deprotection and formation of the dihydrochloride salt. MS (ISP): 277.3 [M+H]+. The reactants are CO, N#Cc1cc(Cl)cc(Oc2c(F)c(CBr)cc(Br)c2Br)c1, ClCCl, N. Product: N#Cc1cc(Cl)cc(Oc2c(F)c(CN)cc(Br)c2Br)c1. As a reaction SMILES: [CH3:23][OH:24].[Cl:1][c:2]1[cH:3][c:4]([C:5]#[N:6])[cH:7][c:8]([O:10][c:11]2[c:12]([Br:21])[c:13]([Br:20])[cH:14][c:15]([CH2:18][Br:19])[c:16]2[F:17])[cH:9]1.[Cl:25][CH2:26][Cl:27].[NH3:22]>>[Cl:1][c:2]1[cH:3][c:4]([C:5]#[N:6])[cH:7][c:8]([O:10][c:11]2[c:12]([Br:21])[c:13]([Br:20])[cH:14][c:15]([CH2:18][NH2:22])[c:16]2[F:17])[cH:9]1. The reactants are NC1CCCCCC1, O=C1OCCC1Cc1ccc(Cl)cc1Cl. Yields the product O=C1C(Cc2ccc(Cl)cc2Cl)CCN1C1CCCCCC1. Reaction SMILES: [CH:16]1([NH2:23])[CH2:17][CH2:18][CH2:19][CH2:20][CH2:21][CH2:22]1.[Cl:1][c:2]1[c:3]([CH2:4][CH:5]2[C:6](=[O:10])[O:7][CH2:8][CH2:9]2)[cH:11][cH:12][c:13]([Cl:15])[cH:14]1>>[Cl:1][c:2]1[c:3]([CH2:4][CH:5]2[C:6](=[O:10])[N:23]([CH:16]3[CH2:17][CH2:18][CH2:19][CH2:20][CH2:21][CH2:22]3)[CH2:8][CH2:9]2)[cH:11][cH:12][c:13]([Cl:15])[cH:14]1. The reactants are Brc1cccc(Br)c1, [Li]CCCC, CC(=O)c1ccc(F)cc1, C1CCOC1. Yields the product C=C(c1ccc(F)cc1)c1cccc(Br)c1. Reaction SMILES: [Br:6][c:7]1[cH:8][cH:9][cH:10][c:11]([Br:12])[cH:13]1.[CH2:1]([Li:2])[CH2:3][CH2:4][CH3:5].[F:14][c:15]1[cH:16][cH:17][c:18]([C:21]([CH3:22])=[O:23])[cH:19][cH:20]1.[O:24]1[CH2:25][CH2:26][CH2:27][CH2:28]1>>[c:7]1([C:21]([c:18]2[cH:17][cH:16][c:15]([F:14])[cH:20][cH:19]2)=[CH2:22])[cH:8][cH:9][cH:10][c:11]([Br:12])[cH:13]1. Run in C1CCOC1 (THF), O (water), C1CCOC1 (THF). The reactants are ClC(C(Cl)(Cl)Cl)(Cl)Cl (perchloroethane), FC(CN1N=CC(=C1)[N+](=O)[O-])F (1-(2,2-difluoroethyl)-4-nitro-1H-pyrazole), C[Si]([N-][Si](C)(C)C)(C)C.[Li+] (lithium hexamethyldisilazide), [Cl-].[NH4+] (ammonium chloride). Reported procedure: To a stirred solution of 1-(2,2-difluoroethyl)-4-nitro-1H-pyrazole (1.0 g, 5.13 mmol) in dry THF (20 mL) cooled to −70° C. was added dropwise a solution of lithium hexamethyldisilazide (1 M in THF, 8.47 mL, 8.47 mmol). After stirring at −70° C. for 40 min, the reaction mixture was allowed to warm to −55° C. over 20 min. After recooling to −70° C., a solution of perchloroethane (1.74 g, 7.34 mmol) in THF (10 mL) was added slowly and the reaction mixture was stirred at −70° C. for 1.5 hr. Saturate... The product is ClC1=C(C=NN1CC(F)F)[N+](=O)[O-] (5-chloro-1-(2,2-difluoroethyl)-4-nitro-1H-pyrazole). Yield: 40.4%. Reaction SMILES: [F:1][CH:2]([F:12])[CH2:3][N:4]1[CH:8]=[C:7]([N+:9]([O-:11])=[O:10])[CH:6]=[N:5]1.C[Si](C)(C)[N-][Si](C)(C)C.[Li+].[Cl:23]C(Cl)(Cl)C(Cl)(Cl)Cl.[Cl-].[NH4+]>C1COCC1.O>[Cl:23][C:8]1[N:4]([CH2:3][CH:2]([F:1])[F:12])[N:5]=[CH:6][C:7]=1[N+:9]([O-:11])=[O:10] |f:1.2,4.5|. Reaction conditions: temperature -70 celsius, time 40 minute.